Task: describe an organic reaction: reactants, conditions, products, and yield. Dataset: the Open Reaction Database (ORD), a public repository of structured organic reaction records Reactants: C(=O)(OC(C)(C)C)N1[C@H](C(=O)O)C[C@@H](C1)F (N-Boc-cis-4-fluoro-L-proline), C(C)(C)(C)C1=CC(=C(C=C1)N)N (4-tert-butyl-1,2-diaminobenzene). Product: C(C)(C)(C)C1=CC2=C(NC(=N2)[C@H]2NC[C@H](C2)F)C=C1 (5-tert-Butyl-2-[(2S,4S)-4-fluoropyrrolidin-2-yl]-1H-benzimidazole). Reaction SMILES: C([N:8]1[CH2:15][C@@H:14]([F:16])[CH2:13][C@H:9]1[C:10](O)=O)(OC(C)(C)C)=O.[C:17]([C:21]1[CH:26]=[CH:25][C:24]([NH2:27])=[C:23]([NH2:28])[CH:22]=1)([CH3:20])([CH3:19])[CH3:18]>>[C:17]([C:21]1[CH:26]=[CH:25][C:24]2[NH:27][C:10]([C@@H:9]3[CH2:13][C@H:14]([F:16])[CH2:15][NH:8]3)=[N:28][C:23]=2[CH:22]=1)([CH3:20])([CH3:18])[CH3:19]. Procedure details: The title compound was prepared according to Method 4 using N-Boc-cis-4-fluoro-L-proline and 4-tert-butyl-1,2-diaminobenzene. The final residue was washed with ethyl acetate and diluted with water, basified with saturated lithium hydroxide solution (pH=8), extracted with ethyl acetate and dried over anhydrous Na2SO4 and concentrated under reduced pressure. The reactants are O=C([O-])O, COc1ccc(C=Cc2ccc(OC)c(OCc3ccccc3)c2)cc1OCc1ccccc1, CCCC[N+](CCCC)(CCCC)Cc1ccccc1, [Cl-], [O-]Cl, ClCCl, [Na+], [Na+]. Product: COc1ccc(C2OC2c2ccc(OC)c(OCc3ccccc3)c2)cc1OCc1ccccc1. As a reaction SMILES: [C:35]([OH:36])(=[O:37])[O-:38].[CH2:1]([c:2]1[cH:3][cH:4][cH:5][cH:6][cH:7]1)[O:8][c:9]1[cH:10][c:11]([CH:17]=[CH:18][c:19]2[cH:20][c:21]([O:27][CH2:28][c:29]3[cH:30][cH:31][cH:32][cH:33][cH:34]3)[c:22]([O:25][CH3:26])[cH:23][cH:24]2)[cH:12][cH:13][c:14]1[O:15][CH3:16].[CH2:44]([N+:45]([CH2:46][CH2:47][CH2:48][CH3:49])([CH2:50][CH2:51][CH2:52][CH3:53])[CH2:54][CH2:55][CH2:56][CH3:57])[c:58]1[cH:59][cH:60][cH:61][cH:62][cH:63]1.[Cl-:43].[Cl:40][O-:41].[Cl:64][CH2:65][Cl:66].[Na+:39].[Na+:42]>>[CH2:1]([c:2]1[cH:3][cH:4][cH:5][cH:6][cH:7]1)[O:8][c:9]1[cH:10][c:11]([CH:17]2[CH:18]([c:19]3[cH:20][c:21]([O:27][CH2:28][c:29]4[cH:30][cH:31][cH:32][cH:33][cH:34]4)[c:22]([O:25][CH3:26])[cH:23][cH:24]3)[O:36]2)[cH:12][cH:13][c:14]1[O:15][CH3:16]. The reactants are CCOC(C)=O, CCOCC, O=C(CCCCOC1=CC(=O)C(=O)c2ccccc21)OCc1ccccc1. The product is O=C(O)CCCCOC1=CC(=O)C(=O)c2ccccc21. As a reaction SMILES: [CH3:28][CH2:29][O:30][C:31](=[O:32])[CH3:33].[CH3:34][CH2:35][O:36][CH2:37][CH3:38].[O:1]=[C:2]1[C:3](=[O:27])[CH:4]=[C:5]([O:12][CH2:13][CH2:14][CH2:15][CH2:16][C:17](=[O:18])[O:19][CH2:20][c:21]2[cH:22][cH:23][cH:24][cH:25][cH:26]2)[c:6]2[cH:7][cH:8][cH:9][cH:10][c:11]21>>[O:1]=[C:2]1[C:3](=[O:27])[CH:4]=[C:5]([O:12][CH2:13][CH2:14][CH2:15][CH2:16][C:17](=[O:18])[OH:19])[c:6]2[cH:7][cH:8][cH:9][cH:10][c:11]21.